Dataset: the Open Reaction Database (ORD), a public repository of structured organic reaction records. Task: describe an organic reaction: reactants, conditions, products, and yield Starting materials: acid chloride, FCCOC1=CC=C(C(=O)O)C=C1 (4-(2-fluoroethoxy)benzoic acid), S(=O)(Cl)Cl (thionyl chloride), Amide, NC1=CC=C(C=C1)C=1SC2=C(N1)C=CC(=C2)OC (2-(4-aminophenyl)-6-methoxybenzothiazole). Run in N1=CC=CC=C1 (pyridine), C(Cl)(Cl)Cl (chloroform). The product is FCCOC1=CC=C(C(=O)NC2=CC=C(C=C2)C=2SC3=C(N2)C=CC(=C3)OC)C=C1 (4-(2-Fluoroethoxy)-N-[4-(6-methoxybenzothiazol-2-yl)-phenyl]-benzamide). Yield: 72.5%. Reaction SMILES: [F:1][CH2:2][CH2:3][O:4][C:5]1[CH:13]=[CH:12][C:8]([C:9]([OH:11])=O)=[CH:7][CH:6]=1.S(Cl)(Cl)=O.[NH2:18][C:19]1[CH:24]=[CH:23][C:22]([C:25]2[S:26][C:27]3[CH:33]=[C:32]([O:34][CH3:35])[CH:31]=[CH:30][C:28]=3[N:29]=2)=[CH:21][CH:20]=1>C(Cl)(Cl)Cl.N1C=CC=CC=1>[F:1][CH2:2][CH2:3][O:4][C:5]1[CH:6]=[CH:7][C:8]([C:9]([NH:18][C:19]2[CH:20]=[CH:21][C:22]([C:25]3[S:26][C:27]4[CH:33]=[C:32]([O:34][CH3:35])[CH:31]=[CH:30][C:28]=4[N:29]=3)=[CH:23][CH:24]=2)=[O:11])=[CH:12][CH:13]=1. Procedure details: A mixture of 4-(2-fluoroethoxy)benzoic acid (0.20 g, 1.11 mmol) and thionyl chloride (0.53 g, 4.44 mmol) in chloroform (5 ml) was heated under reflux for 5 h. The reaction mixture was cooled to room temperature and the excess reagent and solvent was removed under reduced pressure to give the crude acid chloride. The amide was prepared as described in the Amide Coupling section using the crude acid chloride, and 2-(4-aminophenyl)-6-methoxybenzothiazole (0.28 g, 1.11 mmol) in dry pyridine (10 ml) ...